This data is from the Open Reaction Database (ORD), a public repository of structured organic reaction records. The task is: describe an organic reaction: reactants, conditions, products, and yield Starting materials: ClC1=NC=C(C=C1[N+](=O)[O-])C (2-chloro-5-methyl-3-nitropyridine), C(CC1=CC=CC=C1)NC(C)=O (N-phenethyl-acetamide). Yields the product CC1=NC=2C(=NC=C(C2)C)N1CCC1=CC=CC=C1 (2,6-Dimethyl-3-phenethyl-3H-imidazo[4,5-b]pyridine). Isolated yield 43.0%. RXN SMILES: Cl[C:2]1[C:7]([N+:8]([O-])=O)=[CH:6][C:5]([CH3:11])=[CH:4][N:3]=1.[CH2:12]([NH:20][C:21](=O)[CH3:22])[CH2:13][C:14]1[CH:19]=[CH:18][CH:17]=[CH:16][CH:15]=1>>[CH3:22][C:21]1[N:20]([CH2:12][CH2:13][C:14]2[CH:19]=[CH:18][CH:17]=[CH:16][CH:15]=2)[C:2]2=[N:3][CH:4]=[C:5]([CH3:11])[CH:6]=[C:7]2[N:8]=1. Procedure: Method B applied to 2-chloro-5-methyl-3-nitropyridine (86 mg, 0.5 mmol) and N-phenethyl-acetamide (98 mg, 0.6 mmol) afforded the title compound as viscous oil (54 mg, 43%). 1H NMR (DMSO) δ 2.38 (s, 3H), 2.46 (s, 3H), 3.12 (t, 2H), 4.53 (t, 2H), 7.08-7.29 (m, 5H), 7.93 (s, 1H), 8.32 (s, 1H). Reactants: B(O)(O)O (boric acid), BrC1=CC2=C(N=C(S2)NC(=O)NCC)C=C1 (1-(6-bromo-2-benzothiazolyl)-3-ethylurea), NC=1C=C(C=CC1)OB(O)O (3-aminophenyl boric acid), C([O-])(O)=O.[Na+] (sodium bicarbonate). The reagents and catalysts are C=1C=CC(=CC1)[P](C=2C=CC=CC2)(C=3C=CC=CC3)[Pd]([P](C=4C=CC=CC4)(C=5C=CC=CC5)C=6C=CC=CC6)([P](C=7C=CC=CC7)(C=8C=CC=CC8)C=9C=CC=CC9)[P](C=1C=CC=CC1)(C=1C=CC=CC1)C=1C=CC=CC1 (Pd(PPh3)4), C=1C=CC(=CC1)[P](C=2C=CC=CC2)(C=3C=CC=CC3)[Pd]([P](C=4C=CC=CC4)(C=5C=CC=CC5)C=6C=CC=CC6)([P](C=7C=CC=CC7)(C=8C=CC=CC8)C=9C=CC=CC9)[P](C=1C=CC=CC1)(C=1C=CC=CC1)C=1C=CC=CC1 (Pd(PPh3)4). The solvent is CO (MeOH), mixed solvent, CN(C)C=O.O (DMF water). Run at temperature 100 celsius. Yields the product NC=1C=C(C=CC1)C1=CC2=C(N=C(S2)NC(=O)NCC)C=C1 (1-(6-(3-Aminophenyl)-2-benzothiazolyl)-3-ethylurea). The yield is 23.4%. Reaction SMILES: Br[C:2]1[CH:16]=[CH:15][C:5]2[N:6]=[C:7]([NH:9][C:10]([NH:12][CH2:13][CH3:14])=[O:11])[S:8][C:4]=2[CH:3]=1.[NH2:17][C:18]1[CH:19]=[C:20](OB(O)O)[CH:21]=[CH:22][CH:23]=1.C(=O)(O)[O-].[Na+].B(O)(O)O>CO.C1C=CC([P]([Pd]([P](C2C=CC=CC=2)(C2C=CC=CC=2)C2C=CC=CC=2)([P](C2C=CC=CC=2)(C2C=CC=CC=2)C2C=CC=CC=2)[P](C2C=CC=CC=2)(C2C=CC=CC=2)C2C=CC=CC=2)(C2C=CC=CC=2)C2C=CC=CC=2)=CC=1.CN(C=O)C.O>[NH2:17][C:18]1[CH:23]=[C:22]([C:2]2[CH:16]=[CH:15][C:5]3[N:6]=[C:7]([NH:9][C:10]([NH:12][CH2:13][CH3:14])=[O:11])[S:8][C:4]=3[CH:3]=2)[CH:21]=[CH:20][CH:19]=1 |f:2.3,7.8,^1:42,44,63,82|. Procedure: A suspension of 1-(6-bromo-2-benzothiazolyl)-3-ethylurea (0.300 g, 1.00 mmol), 3-aminophenyl boric acid (0.237 g, 1.50 mmol, 1.5 eq), and sodium bicarbonate (0.210 g, 2.50 mmol, 2.5 eq) in 8 mL of mixed solvent DMF/water (5/1) was purged with nitrogen gas. To the mixture, the catalyst Pd(PPh3)4 (0.058 g, 0.05 mmol, 0.05 eq) was added. It was purged with nitrogen gas again, and was heated at about 100° C. in a sealed tube for about 48 hours. More Pd(PPh3)4 (0.025 g, 0.02 mmol, 0.02 eq) and more b... The reactants are ice water, OCCC1=CC=C(NC(C(F)(F)F)=O)C=C1 (4′-(2-hydroxyethyl)-2,2,2-trifluoroacetanilide), C(C)(C)N(C(C)C)CC (N,N-diisopropylethylamine), ClCOCC1=CC=CC=C1 (benzyl chloromethyl ether). Run in O1CCCC1 (tetrahydrofuran), ClCCl (dichloromethane). Run at time 24 hour. Yields the product C(C1=CC=CC=C1)OCOCCC1=CC=C(NC(C(F)(F)F)=O)C=C1 (4′-[2-(benzyloxymethoxy)ethyl]-2,2,2-trifluoroacetanilide). Reaction SMILES: [OH:1][CH2:2][CH2:3][C:4]1[CH:16]=[CH:15][C:7]([NH:8][C:9](=[O:14])[C:10]([F:13])([F:12])[F:11])=[CH:6][CH:5]=1.C(N(CC)C(C)C)(C)C.Cl[CH2:27][O:28][CH2:29][C:30]1[CH:35]=[CH:34][CH:33]=[CH:32][CH:31]=1>O1CCCC1.ClCCl>[CH2:29]([O:28][CH2:27][O:1][CH2:2][CH2:3][C:4]1[CH:16]=[CH:15][C:7]([NH:8][C:9](=[O:14])[C:10]([F:12])([F:13])[F:11])=[CH:6][CH:5]=1)[C:30]1[CH:35]=[CH:34][CH:33]=[CH:32][CH:31]=1. Procedure details: To a stirred solution of 4′-(2-hydroxyethyl)-2,2,2-trifluoroacetanilide (5.9 g) in tetrahydrofuran (20 ml) and dichloromethane (20 ml) were added N,N-diisopropylethylamine (5.7 ml) and benzyl chloromethyl ether (3.9 ml) under ice-cooling, and the mixture was stirred for 24 hours at room temperature. The reaction mixture was poured into ice-water and extracted with ethyl acetate. The extract was washed with brine and dried over anhydrous magnesium sulfate. Removal of the solvent under reduced pre... Starting materials: NC(CNC(=O)C1C(CCC(C1)C)C(C)C)C1=CC=CC=C1 (2-isopropyl-5-methyl-cyclohexanecarboxylic acid (2-amino-2-phenyl-ethyl)-amide), C(=O)(OC(C)(C)C)N[C@H](C)C(=O)O (Boc-(R)-alanine), C=1C=CC2=C(C1)N=NN2O (HOBt), CCN=C=NCCCN(C)C (EDCI), TEA. Run in O (H2O), C(C)(=O)OCC (Ethyl acetate), C1CCOC1 (THF). Reaction conditions: time 3 hour. The product is C(C)(C)(C)OC(NC(C)C(NC(CNC(=O)C1C(CCC(C1)C)C(C)C)C1=CC=CC=C1)=O)=O ((1-{2-[(2-Isopropyl-5-methyl-cyclohexanecarbonyl)-amino]-1-phenyl-ethylcarbamoyl}-ethyl)-carbamic acid tert-butyl ester). The yield is 25.5%. RXN SMILES: [C:1]([NH:8][C@@H:9]([C:11]([OH:13])=O)[CH3:10])([O:3][C:4]([CH3:7])([CH3:6])[CH3:5])=[O:2].C1C=CC2N(O)N=NC=2C=1.CCN=C=NCCCN(C)C.[NH2:35][CH:36]([C:51]1[CH:56]=[CH:55][CH:54]=[CH:53][CH:52]=1)[CH2:37][NH:38][C:39]([CH:41]1[CH2:46][CH:45]([CH3:47])[CH2:44][CH2:43][CH:42]1[CH:48]([CH3:50])[CH3:49])=[O:40]>O.C(OCC)(=O)C.C1COCC1>[C:4]([O:3][C:1](=[O:2])[NH:8][CH:9]([C:11](=[O:13])[NH:35][CH:36]([C:51]1[CH:52]=[CH:53][CH:54]=[CH:55][CH:56]=1)[CH2:37][NH:38][C:39]([CH:41]1[CH2:46][CH:45]([CH3:47])[CH2:44][CH2:43][CH:42]1[CH:48]([CH3:50])[CH3:49])=[O:40])[CH3:10])([CH3:5])([CH3:6])[CH3:7]. Procedure details: A 15 mL reaction vessel equipped with a stir bar was charged with THF (15 mL), Boc-(R)-alanine (52 mg, 0.273 mmoles), HOBt (37.87 mg, 0.273 mmoles), EDCI (53 mg, 0.273 mmoles) and TEA (37 μl, 0.273 mmoles). The reaction mixture was stirred for 15 min. whereupon 2-isopropyl-5-methyl-cyclohexanecarboxylic acid (2-amino-2-phenyl-ethyl)-amide (75 mg, 0.248 mmol) was added and stirred for an additional 3 h. Ethyl acetate (10 mL) and H2O (10 mL) were added to the reaction mixture. The heterogeneous mi... Reactants: C(C)N1CCN(CC1)C1=NC(=CC2=CC=CC=C12)C=1C=C2CCC(C2=CC1)=O (1-(4-Ethylpiperazin-1-yl)-3-(1-indanon-5-yl)isoquinoline), [BH4-].[Na+] (sodium borohydride). Run in CO (methanol). Product: C(C)N1CCN(CC1)C1=NC(=CC2=CC=CC=C12)C=1C=C2CCC(C2=CC1)O (1-(4-ethylpiperazin-1-yl)-3-(1-hydroxyindan-5-yl)isoquinoline). The yield is 59.7%. RXN SMILES: [CH2:1]([N:3]1[CH2:8][CH2:7][N:6]([C:9]2[C:18]3[C:13](=[CH:14][CH:15]=[CH:16][CH:17]=3)[CH:12]=[C:11]([C:19]3[CH:20]=[C:21]4[C:25](=[CH:26][CH:27]=3)[C:24](=[O:28])[CH2:23][CH2:22]4)[N:10]=2)[CH2:5][CH2:4]1)[CH3:2].[BH4-].[Na+]>CO>[CH2:1]([N:3]1[CH2:8][CH2:7][N:6]([C:9]2[C:18]3[C:13](=[CH:14][CH:15]=[CH:16][CH:17]=3)[CH:12]=[C:11]([C:19]3[CH:20]=[C:21]4[C:25](=[CH:26][CH:27]=3)[CH:24]([OH:28])[CH2:23][CH2:22]4)[N:10]=2)[CH2:5][CH2:4]1)[CH3:2] |f:1.2|. Procedure: 1-(4-Ethylpiperazin-1-yl)-3-(1-indanon-5-yl)isoquinoline (0.20 g) obtained in the previous Example was dissolved in methanol (20 ml), followed by the addition of sodium borohydride (0.10 g) at room temperature, and the mixture was reacted for lSmin. The reaction solution was concentrated, and the resulting residue was partitioned between ethyl acetate and water. The ethyl acetate layer was separated, washed with water and brine, and dried over magnesium sulfate. The solvent was evaporated, and t... Reactants: CN1CCC(=O)CC1, CO, [K+], Nc1ccc2[nH]ccc2c1, [OH-], O. Product: CN1CC=C(c2c[nH]c3ccc(N)cc23)CC1. Reaction SMILES: [CH3:13][N:14]1[CH2:15][CH2:16][C:17](=[O:20])[CH2:18][CH2:19]1.[CH3:21][OH:22].[K+:2].[NH2:3][c:4]1[cH:5][c:6]2[cH:7][cH:8][nH:9][c:10]2[cH:11][cH:12]1.[OH-:1].[OH2:23]>>[NH2:3][c:4]1[cH:5][c:6]2[c:7]([C:17]3=[CH:16][CH2:15][N:14]([CH3:13])[CH2:19][CH2:18]3)[cH:8][nH:9][c:10]2[cH:11][cH:12]1.